From a dataset of the Open Reaction Database (ORD), a public repository of structured organic reaction records. describe an organic reaction: reactants, conditions, products, and yield The reactants are 4b, ClC1=CC=C(C=N1)S(=O)(=O)N1C[C@]2(CC3=C(C=C2CC1)N(N=C3)C3=CC=C(C=C3)F)COCC ((R)-6-(6-chloropyridine-3-sulfonyl)-4a-ethoxymethyl-1-(4-fluorophenyl)-4,4a,5,6,7,8-hexahydro-1H-1,2,6-triazacyclopenta[b]naphthalene), N1CCC1 (azetidine). The product is N1(CCC1)C1=CC=C(C=N1)S(=O)(=O)N1C[C@]2(CC3=C(C=C2CC1)N(N=C3)C3=CC=C(C=C3)F)COCC ((R)-6-[[6-(1-Azetidinyl)-3-pyridinyl]sulfonyl]-4a-ethoxymethyl-1-(4-fluorophenyl)-1,4,7,8-tetrahydro-1,2,6-triazacyclopenta[b]naphthalene). Reaction SMILES: Cl[C:2]1[N:7]=[CH:6][C:5]([S:8]([N:11]2[CH2:20][CH2:19][C:18]3[C@:13]([CH2:31][O:32][CH2:33][CH3:34])([CH2:14][C:15]4[CH:23]=[N:22][N:21]([C:24]5[CH:29]=[CH:28][C:27]([F:30])=[CH:26][CH:25]=5)[C:16]=4[CH:17]=3)[CH2:12]2)(=[O:10])=[O:9])=[CH:4][CH:3]=1.[NH:35]1[CH2:38][CH2:37][CH2:36]1>>[N:35]1([C:2]2[N:7]=[CH:6][C:5]([S:8]([N:11]3[CH2:20][CH2:19][C:18]4[C@:13]([CH2:31][O:32][CH2:33][CH3:34])([CH2:14][C:15]5[CH:23]=[N:22][N:21]([C:24]6[CH:29]=[CH:28][C:27]([F:30])=[CH:26][CH:25]=6)[C:16]=5[CH:17]=4)[CH2:12]3)(=[O:10])=[O:9])=[CH:4][CH:3]=2)[CH2:38][CH2:37][CH2:36]1. Reported procedure: The title compound was prepared by the method of Preparation 4b using (R)-6-(6-chloropyridine-3-sulfonyl)-4a-ethoxymethyl-1-(4-fluorophenyl)-4,4a,5,6,7,8-hexahydro-1H-1,2,6-triazacyclopenta[b]naphthalene and azetidine. LCMS (Method C): 524 (M+H)+, Retention time 11.6 minutes. Reactants: OC1(c2cc(F)cc(OCc3ccccc3)c2)CCOC1, CI, [H-], [Na+], C1CCOC1. The product is COC1(c2cc(F)cc(OCc3ccccc3)c2)CCOC1. Reaction SMILES: [CH2:3]([c:4]1[cH:5][cH:6][cH:7][cH:8][cH:9]1)[O:10][c:11]1[cH:12][c:13]([C:18]2([OH:23])[CH2:19][CH2:20][O:21][CH2:22]2)[cH:14][c:15]([F:17])[cH:16]1.[CH3:24][I:25].[H-:1].[Na+:2].[O:26]1[CH2:27][CH2:28][CH2:29][CH2:30]1>>[CH2:3]([c:4]1[cH:5][cH:6][cH:7][cH:8][cH:9]1)[O:10][c:11]1[cH:12][c:13]([C:18]2([O:23][CH3:24])[CH2:19][CH2:20][O:21][CH2:22]2)[cH:14][c:15]([F:17])[cH:16]1. The reactants are NC1=CC=C(C(=C1C(C)=O)OC)OC (6'-amino-2',3'-dimethoxyacetophenone), BrCCC(=O)OCC (ethyl 3-bromopropionate), C(=O)(O)[O-].[Na+] (NaHCO3). The solvent is C(C)N(CC)CC (Triethylamine). Product: C(=O)(OCC)CCNC1=CC=C(C(=C1C(C)=O)OC)OC (6'-(N-2-Carbethoxyethylamino)-2',3'-dimethoxyacetophenone). The yield is 140.1%. Reaction SMILES: [NH2:1][C:2]1[C:7]([C:8](=[O:10])[CH3:9])=[C:6]([O:11][CH3:12])[C:5]([O:13][CH3:14])=[CH:4][CH:3]=1.Br[CH2:16][CH2:17][C:18]([O:20][CH2:21][CH3:22])=[O:19].C([O-])(O)=O.[Na+]>C(N(CC)CC)C>[C:18]([CH2:17][CH2:16][NH:1][C:2]1[C:7]([C:8](=[O:10])[CH3:9])=[C:6]([O:11][CH3:12])[C:5]([O:13][CH3:14])=[CH:4][CH:3]=1)([O:20][CH2:21][CH3:22])=[O:19] |f:2.3|. Procedure details: Triethylamine (3.80 g, 5.35 mL, 38.46 mM) was at once added under N2 to a stirred mixture of 6'-amino-2',3'-dimethoxyacetophenone (2.5 g, 12.8 mM) and ethyl 3-bromopropionate (13.93 g, 9.86 mL, 76.93 mM) at room temperature. Immediately the reaction mixture solidified. This was heated under N2 to 135°-145° C. (bath temperature) for a period of 3 hours, while periodically stirring the solid reaction mixture to form a uniformly soft, semisolid mass. After cooling, the reaction was treated with 10%...